Dataset: the Open Reaction Database (ORD), a public repository of structured organic reaction records. Task: describe an organic reaction: reactants, conditions, products, and yield Reactants: Brc1cnc2[nH]ncc2c1, CN(C)C=O, [Cl-], C[Si](C)(C)CCOCCl, [H-], [NH4+], [Na+]. Yields the product C[Si](C)(C)CCOCn1ncc2cc(Br)cnc21. RXN SMILES: [Br:1][c:2]1[cH:3][c:4]2[c:5]([n:6][cH:7]1)[nH:8][n:9][cH:10]2.[CH3:24][N:25]([CH3:26])[CH:27]=[O:28].[Cl-:22].[Cl:13][CH2:14][O:15][CH2:16][CH2:17][Si:18]([CH3:19])([CH3:20])[CH3:21].[H-:11].[NH4+:23].[Na+:12]>>[Br:1][c:2]1[cH:3][c:4]2[c:5]([n:6][cH:7]1)[n:8]([CH2:14][O:15][CH2:16][CH2:17][Si:18]([CH3:19])([CH3:20])[CH3:21])[n:9][cH:10]2. The reactants are ClC1=CC2=C(N=C(N=N2)SC2=CC=C(C=C2)O)C=C1 (4-[(7-chloro-1,2,4-benzotriazin-3-yl)thio]phenol), BrC(C(=O)OCC)C (ethyl 2-bromopropionate), C([O-])([O-])=O.[K+].[K+] (potassium carbonate). The solvent is C(C)C(=O)C (methyl ethyl ketone). The product is ClC1=CC2=C(N=C(N=N2)SC2=CC=C(OC(C(=O)OCC)C)C=C2)C=C1 (Ethyl 2-{4-[(7-chloro-1,2,4-benzotriazin-3-yl)thio]phenoxy}propionate). The yield is 79.2%. As a reaction SMILES: [Cl:1][C:2]1[CH:19]=[CH:18][C:5]2[N:6]=[C:7]([S:10][C:11]3[CH:16]=[CH:15][C:14]([OH:17])=[CH:13][CH:12]=3)[N:8]=[N:9][C:4]=2[CH:3]=1.Br[CH:21]([CH3:27])[C:22]([O:24][CH2:25][CH3:26])=[O:23].C(=O)([O-])[O-].[K+].[K+]>C(C(C)=O)C>[Cl:1][C:2]1[CH:19]=[CH:18][C:5]2[N:6]=[C:7]([S:10][C:11]3[CH:12]=[CH:13][C:14]([O:17][CH:21]([CH3:27])[C:22]([O:24][CH2:25][CH3:26])=[O:23])=[CH:15][CH:16]=3)[N:8]=[N:9][C:4]=2[CH:3]=1 |f:2.3.4|. Procedure details: A mixture of 4-[(7-chloro-1,2,4-benzotriazin-3-yl)thio]phenol (1.83 g), ethyl 2-bromopropionate (1.37 g), anhydrous potassium carbonate (0.96 g) and methyl ethyl ketone (50 ml) was heated under reflux for a period of 3 hours. The solvent was removed by distillation under reduced pressure and the residue was partitioned between water and dichloromethane. The organic phase was separated, dried (over anhydrous magnesium sulfate) and the solvent was removed by distillation under reduced pressure to ... Reactants: CN1CCCC1=O, Nc1ccc(OCc2ccccn2)c(Cl)c1, CCOCCn1ccc2ncnc(Cl)c21. The product is CCOCCn1ccc2ncnc(Nc3ccc(OCc4ccccn4)c(Cl)c3)c21. RXN SMILES: [CH3:32][N:33]1[CH2:34][CH2:35][CH2:36][C:37]1=[O:38].[Cl:16][c:17]1[cH:18][c:19]([NH2:20])[cH:21][cH:22][c:23]1[O:24][CH2:25][c:26]1[n:27][cH:28][cH:29][cH:30][cH:31]1.[Cl:1][c:2]1[c:3]2[c:4]([n:5][cH:6][n:7]1)[cH:8][cH:9][n:10]2[CH2:11][CH2:12][O:13][CH2:14][CH3:15]>>[c:2]1([NH:20][c:19]2[cH:18][c:17]([Cl:16])[c:23]([O:24][CH2:25][c:26]3[n:27][cH:28][cH:29][cH:30][cH:31]3)[cH:22][cH:21]2)[c:3]2[c:4]([n:5][cH:6][n:7]1)[cH:8][cH:9][n:10]2[CH2:11][CH2:12][O:13][CH2:14][CH3:15]. Starting materials: C(C)C1CC(CC1C1=NN=C2N1C1=C(N=C2)N(C=C1)COCC[Si](C)(C)C)O (3-ethyl-4-(6-((2-(trimethylsilyl)ethoxy)methyl)-6H-pyrrolo[2,3-e][1,2,4]triazolo[4,3-a]pyrazin-1-yl)cyclopentanol), [H-].[Na+] (NaH), ice water, ClC1=NC=C(N=C1)C#N (2-chloro-5-cyanopyrazine). Run in CN(C)C=O (DMF). Conditions: temperature 70 celsius, time 5 minute. Product: C(C)C1CC(CC1C1=NN=C2N1C1=C(N=C2)N(C=C1)COCC[Si](C)(C)C)OC=1N=CC(=NC1)C#N (5-(3-ethyl-4-(6-((2-(trimethylsilyl)ethoxy)methyl)-6H-pyrrolo[2,3-e][1,2,4]triazolo[4,3-a]pyrazin-1-yl)cyclopentyloxy)pyrazine-2-carbonitrile). Isolated yield 70.2%. RXN SMILES: [CH2:1]([CH:3]1[CH:7]([C:8]2[N:12]3[C:13]4[CH:19]=[CH:18][N:17]([CH2:20][O:21][CH2:22][CH2:23][Si:24]([CH3:27])([CH3:26])[CH3:25])[C:14]=4[N:15]=[CH:16][C:11]3=[N:10][N:9]=2)[CH2:6][CH:5]([OH:28])[CH2:4]1)[CH3:2].[H-].[Na+].Cl[C:32]1[CH:37]=[N:36][C:35]([C:38]#[N:39])=[CH:34][N:33]=1>CN(C=O)C>[CH2:1]([CH:3]1[CH:7]([C:8]2[N:12]3[C:13]4[CH:19]=[CH:18][N:17]([CH2:20][O:21][CH2:22][CH2:23][Si:24]([CH3:26])([CH3:25])[CH3:27])[C:14]=4[N:15]=[CH:16][C:11]3=[N:10][N:9]=2)[CH2:6][CH:5]([O:28][C:32]2[N:33]=[CH:34][C:35]([C:38]#[N:39])=[N:36][CH:37]=2)[CH2:4]1)[CH3:2] |f:1.2|. Procedure: To 3-ethyl-4-(6-((2-(trimethylsilyl)ethoxy)methyl)-6H-pyrrolo[2,3-e][1,2,4]triazolo[4,3-a]pyrazin-1-yl)cyclopentanol (0.098 g, 0.24 mmol, prepared using FF from Preparation #KK.1) in DMF (1 mL) was added NaH (0.012 g, 0.29 mmol, 60% dispersion in mineral oil) portionwise. After about 5 min, 2-chloro-5-cyanopyrazine (0.039 g, 0.28 mmol, ArkPharm) was added. The reaction mixture was heated at about 70° C. for about 2 h. After cooling to ambient temperature, ice water (2 mL) was added and the mixtu... The reactants are CC=1C(=NC2=CC=C(C=C2C1C(=O)O)S(=O)(=O)C)C1=CC(=CC=C1)C(F)(F)F (3-methyl-6-(methylsulfonyl)-2-[3-(trifluoromethyl)phenyl]-4-quinolinecarboxylic acid), C(C(=O)Cl)(=O)Cl (oxalyl chloride), CN(C=O)C (N,N-dimethylformamide). Solvent: CO (Methanol). Conditions: temperature 0 celsius, time 1 hour. Yields the product CC=1C(=NC2=CC=C(C=C2C1C(=O)OC)S(=O)(=O)C)C1=CC(=CC=C1)C(F)(F)F (methyl 3-methyl-6-(methylsulfonyl)-2-[3-(trifluoromethyl)phenyl]-4-quinolinecarboxylate). Isolated yield 63.3%. Reaction SMILES: [CH3:1][C:2]1[C:3]([C:19]2[CH:24]=[CH:23][CH:22]=[C:21]([C:25]([F:28])([F:27])[F:26])[CH:20]=2)=[N:4][C:5]2[C:10]([C:11]=1[C:12]([OH:14])=[O:13])=[CH:9][C:8]([S:15]([CH3:18])(=[O:17])=[O:16])=[CH:7][CH:6]=2.[C:29](Cl)(=O)C(Cl)=O.CN(C)C=O>CO>[CH3:1][C:2]1[C:3]([C:19]2[CH:24]=[CH:23][CH:22]=[C:21]([C:25]([F:28])([F:26])[F:27])[CH:20]=2)=[N:4][C:5]2[C:10]([C:11]=1[C:12]([O:14][CH3:29])=[O:13])=[CH:9][C:8]([S:15]([CH3:18])(=[O:16])=[O:17])=[CH:7][CH:6]=2. Reported procedure: To a suspension of 3-methyl-6-(methylsulfonyl)-2-[3-(trifluoromethyl)phenyl]-4-quinolinecarboxylic acid (4.07 g, 9.94 mmol) at 0° C. was added oxalyl chloride (1.305 mL, 14.91 mmol) and N,N-dimethylformamide (0.1 mL). The resulting mixture was stirred at 0° C. for 1 h. Methanol (5 mL) was added, and the mixture was warmed to room temperature and stirred overnight. The solvent was removed under reduced pressure, and the residue diluted with saturated aqueous NaHCO3. The aqueous mixture was extrac...